Task: describe an organic reaction: reactants, conditions, products, and yield. Dataset: the Open Reaction Database (ORD), a public repository of structured organic reaction records The reactants are C1(=CC=CC=C1)CS(=O)(=O)Cl (α-Toluenesulfonyl chloride), C(C)(C)N(CC)C(C)C (diisopropylethylamine), O1COC2=C1C=CC(=C2)C=2N=C(NC2C2=NC(=CC=C2)C)C2CCC(CC2)N (4-[4-Benzo[1,3]dioxol-5-yl-5-(6-methyl-pyridin-2-yl)-1H-imidazol-2-yl]cyclohexylamine). Solvent: C1CCOC1 (THF). Conditions: time 3 hour. Yields the product O1COC2=C1C=CC(=C2)C=2N=C(NC2C2=NC(=CC=C2)C)C2CCC(CC2)NS(=O)(=O)CC2=CC=CC=C2 (N-{4-[4-Benzo[1,3]dioxol-5-yl-5-(6-methyl-pyridin-2-yl)-1H-imidazol-2-yl]-cyclohexyl}-C-phenyl-methanesulfonamide). The yield is 9.4%. As a reaction SMILES: [C:1]1([CH2:7][S:8](Cl)(=[O:10])=[O:9])[CH:6]=[CH:5][CH:4]=[CH:3][CH:2]=1.C(N(C(C)C)CC)(C)C.[O:21]1[C:25]2[CH:26]=[CH:27][C:28]([C:30]3[N:31]=[C:32]([CH:42]4[CH2:47][CH2:46][CH:45]([NH2:48])[CH2:44][CH2:43]4)[NH:33][C:34]=3[C:35]3[CH:40]=[CH:39][CH:38]=[C:37]([CH3:41])[N:36]=3)=[CH:29][C:24]=2[O:23][CH2:22]1>C1COCC1>[O:21]1[C:25]2[CH:26]=[CH:27][C:28]([C:30]3[N:31]=[C:32]([CH:42]4[CH2:47][CH2:46][CH:45]([NH:48][S:8]([CH2:7][C:1]5[CH:6]=[CH:5][CH:4]=[CH:3][CH:2]=5)(=[O:10])=[O:9])[CH2:44][CH2:43]4)[NH:33][C:34]=3[C:35]3[CH:40]=[CH:39][CH:38]=[C:37]([CH3:41])[N:36]=3)=[CH:29][C:24]=2[O:23][CH2:22]1. Procedure details: α-Toluenesulfonyl chloride (0.023 g, 0.12 mmol) and diisopropylethylamine (0.026 mL, 0.15 mmol) were added to a solution of 4-[4-benzo[1,3]dioxol-5-yl-5-(6-methyl-pyridin-2-yl)-1H-imidazol-2-yl] cyclohexylamine (see Example 19; 0.038 g, 0.10 mmol) in anhydrous THF (3 mL). The reaction mixture was stirred at room temperature for 3 hours. Solvent was removed under reduced pressure, and the residue was dissolved in 1 mL DMSO. The DMSO solution was filtered and injected onto preparative HPLC. HPLC p...